Dataset: the Open Reaction Database (ORD), a public repository of structured organic reaction records. Task: describe an organic reaction: reactants, conditions, products, and yield RXN SMILES: [C:1]([N:4]1[CH2:9][CH2:8][C:7]([NH2:12])([C:10]#[N:11])[CH2:6][CH2:5]1)(=O)C.C(=O)([O-])[O-].[Na+].[Na+]>>[NH2:12][C:7]1([C:10]#[N:11])[CH2:8][CH2:9][N:4]([CH2:5][C:6]2[CH:9]=[CH:8][CH:7]=[CH:6][CH:5]=2)[CH2:1]1 |f:1.2.3|. The product is NC1(CN(CC1)CC1=CC=CC=C1)C#N (3-Amino-3-cyano-1-benzylpyrrolidine). Procedure: 3-Amino-3-cyano-1-benzylpyrrolidine was prepared by a method analogous to that of Example 1-part (a) with the exception that no sodium carbonate was added to the reaction mixture. The product was extracted from the crude reaction with 3×100 mL of EtOAc and was used without purification. Starting materials: C(C)(=O)N1CCC(CC1)(C#N)N (1-Acetyl-4-amino-piperidin-4-carbonitrile), C([O-])([O-])=O.[Na+].[Na+] (sodium carbonate). The reactants are COCC(=O)Cl, CC(N)C(Oc1ccc2c(cnn2-c2ccc(F)cc2)c1)c1ccc(C(F)(F)F)cc1. Product: COCC(=O)NC(C)C(Oc1ccc2c(cnn2-c2ccc(F)cc2)c1)c1ccc(C(F)(F)F)cc1. RXN SMILES: [CH3:32][O:33][CH2:34][C:35](=[O:36])[Cl:37].[F:1][c:2]1[cH:3][cH:4][c:5](-[n:8]2[n:9][cH:10][c:11]3[cH:12][c:13]([O:17][CH:18]([CH:19]([CH3:20])[NH2:21])[c:22]4[cH:23][cH:24][c:25]([C:28]([F:29])([F:30])[F:31])[cH:26][cH:27]4)[cH:14][cH:15][c:16]23)[cH:6][cH:7]1>>[F:1][c:2]1[cH:3][cH:4][c:5](-[n:8]2[n:9][cH:10][c:11]3[cH:12][c:13]([O:17][CH:18]([CH:19]([CH3:20])[NH:21][C:35]([CH2:34][O:33][CH3:32])=[O:36])[c:22]4[cH:23][cH:24][c:25]([C:28]([F:29])([F:30])[F:31])[cH:26][cH:27]4)[cH:14][cH:15][c:16]23)[cH:6][cH:7]1. The reactants are Cl (HCl), [Li+].[OH-] (LiOH), O=C1NC2=C(CCN1C1CCN(CC1)C(=O)O[C@H](CC1=CC3=C(NC(=N3)OC)C(=C1)C)C(=O)OC)C=CC=C2 ((R)-1-methoxycarbonyl-2-(2-methoxy-7-methyl-1H-benzimidazol-5-yl)-ethyl 4-(2-oxo-1,2,4,5-tetrahydro-1,3-benzodiazepin-3-yl)-piperidine-1-carboxylate). Run in O (water), C1CCOC1 (THF). Conditions: time 8 hour. Yields the product O=C1NC2=C(CCN1C1CCN(CC1)C(=O)O[C@H](CC1=CC3=C(NC(=N3)OC)C(=C1)C)C(=O)O)C=CC=C2 ((R)-1-carboxy-2-(2-methoxy-7-methyl-1H-benzimidazol-5-yl)-ethyl 4-(2-oxo-1,2,4,5-tetrahydro-1,3-benzodiazepin-3-yl)-piperidine-1-carboxylate). RXN SMILES: [Li+].[OH-].[O:3]=[C:4]1[N:10]([CH:11]2[CH2:16][CH2:15][N:14]([C:17]([O:19][C@@H:20]([C:34]([O:36]C)=[O:35])[CH2:21][C:22]3[CH:32]=[C:31]([CH3:33])[C:25]4[NH:26][C:27]([O:29][CH3:30])=[N:28][C:24]=4[CH:23]=3)=[O:18])[CH2:13][CH2:12]2)[CH2:9][CH2:8][C:7]2[CH:38]=[CH:39][CH:40]=[CH:41][C:6]=2[NH:5]1.Cl>O.C1COCC1>[O:3]=[C:4]1[N:10]([CH:11]2[CH2:12][CH2:13][N:14]([C:17]([O:19][C@@H:20]([C:34]([OH:36])=[O:35])[CH2:21][C:22]3[CH:32]=[C:31]([CH3:33])[C:25]4[NH:26][C:27]([O:29][CH3:30])=[N:28][C:24]=4[CH:23]=3)=[O:18])[CH2:15][CH2:16]2)[CH2:9][CH2:8][C:7]2[CH:38]=[CH:39][CH:40]=[CH:41][C:6]=2[NH:5]1 |f:0.1|. Procedure details: A solution of 100 mg (4.18 mmol) LiOH in 6 mL water was added to a solution of 980 mg (1.83 mmol) (R)-1-methoxycarbonyl-2-(2-methoxy-7-methyl-1H-benzimidazol-5-yl)-ethyl 4-(2-oxo-1,2,4,5-tetrahydro-1,3-benzodiazepin-3-yl)-piperidine-1-carboxylate in 18 mL THF and the reaction mixture was stirred overnight at RT. 1.05 mL of 4 M HCl was added, the THF was evaporated down i.vac., whereby the crude product was produced in the form of an oil. The water was decanted off, the residue was dissolved in D... Reactants: OC1=CC(=NC=2N1N=CC2C(=O)OCC)C2=CC=CC=C2 (Ethyl 7-hydroxy-5-phenylpyrazolo[1,5-a]pyrimidine-3-carboxylate), [OH-].[Li+] (lithium hydroxide). The solvent is CO (methanol). Conditions: temperature 80 celsius. Yields the product OC1=NC(=CC=2N1N=CC2C(=O)O)C2=CC=CC=C2 (7-hydroxy-5-phenylpyrazolo[1,5-c]pyrimidine-3-carboxylic acid). The yield is 79.0%. As a reaction SMILES: O[C:2]1[N:7]2[N:8]=[CH:9][C:10]([C:11]([O:13]CC)=[O:12])=[C:6]2[N:5]=[C:4]([C:16]2[CH:21]=[CH:20][CH:19]=[CH:18][CH:17]=2)[CH:3]=1.[OH-:22].[Li+]>CO>[OH:22][C:6]1[N:7]2[N:8]=[CH:9][C:10]([C:11]([OH:13])=[O:12])=[C:2]2[CH:3]=[C:4]([C:16]2[CH:17]=[CH:18][CH:19]=[CH:20][CH:21]=2)[N:5]=1 |f:1.2|. Reported procedure: Ethyl 7-hydroxy-5-phenylpyrazolo[1,5-a]pyrimidine-3-carboxylate (3.1 g, 11 mmol) was taken into 27 mL methanol and 2 M aqueous lithium hydroxide (27 mL) and heated in an 80° C. oil bath for 4 h. The solution was allowed to cool to room temperature and concentrated in vacuo to remove methanol. The subsequent basic aqueous mixture was washed with ethyl acetate (10% methanol) and then acidified to pH 3 using concentrated hydrochloric acid. A solid formed and was collected via vacuum filtration to y... Starting materials: CN(CCO)C (2-Dimethylaminoethanol), [H-].[Na+] (Sodium hydride), BrC=1C=NC(=NC1)Cl (5-Bromo-2-chloropyrimidine). Run in O1CCCC1 (tetrahydrofuran), [Cl-].[NH4+] (ammonium chloride). Reaction conditions: time 5 minute. The product is BrC=1C=NC(=NC1)OCCN(C)C ([2-(5-Bromo-pyrimidin-2-yloxy)-ethyl]-dimethyl-amine). Reaction SMILES: [CH3:1][N:2]([CH3:6])[CH2:3][CH2:4][OH:5].[H-].[Na+].[Br:9][C:10]1[CH:11]=[N:12][C:13](Cl)=[N:14][CH:15]=1>O1CCCC1.[Cl-].[NH4+]>[Br:9][C:10]1[CH:11]=[N:12][C:13]([O:5][CH2:4][CH2:3][N:2]([CH3:6])[CH3:1])=[N:14][CH:15]=1 |f:1.2,5.6|. Reported procedure: 2-Dimethylaminoethanol (0.113 mL, 1.113 mmol) was suspended in anhydrous tetrahydrofuran (10 mL). Sodium hydride (60% in mineral oil, 0.134 g, 3.334 mmol) was added and the mixture was stirred for 5 minutes. 5-Bromo-2-chloropyrimidine (0.2 g, 1.03 mmol) was added and the mixture was stirred for 2 hours. The reaction mixture was diluted with 10% aqueous ammonium chloride and extracted with ethyl acetate. The extract was washed with water and brine, dried over anhydrous magnesium sulfate, filtered... Reactants: NC1=NC=CC(=N1)C=O (2-Aminopyrimidine-4-carboxaldehyde), C(=O)(O)C(C)N1CCC(CC1)N (1-carboxyethyl-4-aminopiperidine). Yields the product C(=O)(O)C(C)N1CCC(CC1)N=CC1=NC(=NC=C1)N (2-Aminopyrimidine-4-carboxaldehyde (1-carboxyethyl-4-piperidinyl)imine). As a reaction SMILES: [NH2:1][C:2]1[N:7]=[C:6]([CH:8]=O)[CH:5]=[CH:4][N:3]=1.[C:10]([CH:13]([N:15]1[CH2:20][CH2:19][CH:18]([NH2:21])[CH2:17][CH2:16]1)[CH3:14])([OH:12])=[O:11]>>[C:10]([CH:13]([N:15]1[CH2:16][CH2:17][CH:18]([N:21]=[CH:8][C:6]2[CH:5]=[CH:4][N:3]=[C:2]([NH2:1])[N:7]=2)[CH2:19][CH2:20]1)[CH3:14])([OH:12])=[O:11]. Reported procedure: 2-Aminopyrimidine-4-carboxaldehyde and 1-carboxyethyl-4-aminopiperidine were reacted by the procedure of example 1(c) to afford the title compound as a yellow oil. Starting materials: C(C)(C)N (isopropylamine), FC1=C(C(=O)Cl)C=CC=C1 (o-fluorobenzoyl chloride). Run in C(Cl)Cl (methylene chloride), O (water), C(Cl)Cl (methylene chloride). Conditions: time 8 hour. The product is C(C)(C)NC(C1=C(C=CC=C1)F)=O (N-isopropyl-o-fluorobenzamide). RXN SMILES: [CH:1]([NH2:4])([CH3:3])[CH3:2].[F:5][C:6]1[CH:14]=[CH:13][CH:12]=[CH:11][C:7]=1[C:8](Cl)=[O:9]>C(Cl)Cl.O>[CH:1]([NH:4][C:8](=[O:9])[C:7]1[CH:11]=[CH:12][CH:13]=[CH:14][C:6]=1[F:5])([CH3:3])[CH3:2]. Procedure details: The starting material is prepared as follows: To the solution of 1,082 g of isopropylamine in 2,000 ml of methylene chloride and 3,250 ml of water, that of 1,300 g of o-fluorobenzoyl chloride in 2,600 ml of methylene chloride is added during 2 hours while stirring at 2°-9°. Stirring is continued at room temperature overnight, the organic layer is separated and the aqueous phase extracted with 1,000 ml of methylene chloride. The combined organic solutions are dried, evaporated and the residue rec...